From a dataset of the Open Reaction Database (ORD), a public repository of structured organic reaction records. describe an organic reaction: reactants, conditions, products, and yield The reactants are Cl (Hydrogen chloride), C(C)OCC (diethyl ether), FC1=C(C=CC=C1)N1C(N(CC1)C1CCN(CC1)C(=O)OC(C)(C)C)=O (tert-Butyl 4-(3-(2-fluorophenyl)-2-oxoimidazolidin-1-yl)piperidine-1-carboxylate). Run in C(C)(=O)OCC (ethyl acetate). Run at time 22 hour. Product: Cl.FC1=C(C=CC=C1)N1C(N(CC1)C1CCNCC1)=O (1-(2-fluorophenyl)-3-(piperidin-4-yl)imidazolidin-2-one hydrochloride). The yield is 52.0%. Reaction SMILES: [F:1][C:2]1[CH:7]=[CH:6][CH:5]=[CH:4][C:3]=1[N:8]1[CH2:12][CH2:11][N:10]([CH:13]2[CH2:18][CH2:17][N:16](C(OC(C)(C)C)=O)[CH2:15][CH2:14]2)[C:9]1=[O:26].[ClH:27].C(OCC)C>C(OCC)(=O)C>[ClH:27].[F:1][C:2]1[CH:7]=[CH:6][CH:5]=[CH:4][C:3]=1[N:8]1[CH2:12][CH2:11][N:10]([CH:13]2[CH2:14][CH2:15][NH:16][CH2:17][CH2:18]2)[C:9]1=[O:26] |f:4.5|. Reported procedure: tert-Butyl 4-(3-(2-fluorophenyl)-2-oxoimidazolidin-1-yl)piperidine-1-carboxylate (235 mg, 0.647 mmol) was dissolved in ethyl acetate (3.0 mL). 2N Hydrogen chloride in diethyl ether (5.0 mL, 10.00 mmol) was added to the mixture. Reaction stirred at room temperature for 22 hours. Solids were filtered off, washed with diethyl ether and then dried in vacuo. Title compound was obtained as white solid in 52% yield. MS (M+H)+=264.1. Reactants: [N-]=[N+]=[N-].[Na+] (sodium azide), ClS(=O)(=O)C=1C=C(C(=O)O)C=CC1 (m-chlorosulphonyl-benzoic acid), CC(=O)C (acetone). The solvent is O (water), O (water). Run at time 30 minute. Yields the product N(=[N+]=[N-])S(=O)(=O)C=1C=C(C(=O)O)C=CC1 (m-azidosulphonyl-benzoic acid). RXN SMILES: [N-:1]=[N+:2]=[N-:3].[Na+].Cl[S:6]([C:9]1[CH:10]=[C:11]([CH:15]=[CH:16][CH:17]=1)[C:12]([OH:14])=[O:13])(=[O:8])=[O:7].CC(C)=O>O>[N:1]([S:6]([C:9]1[CH:10]=[C:11]([CH:15]=[CH:16][CH:17]=1)[C:12]([OH:14])=[O:13])(=[O:8])=[O:7])=[N+:2]=[N-:3] |f:0.1|. Procedure: In a three-necked flask fitted with stirrer and dropping funnel 65 g of sodium azide is dissolved in 900 ccs of water. While stirring and cooling till 0°-5° C a solution of 198 g of m-chlorosulphonyl-benzoic acid in 900 ccs of acetone is added dropwise. Then stirring is continued for 30 minutes whereupon the solution obtained is poured into 2 liters of water. The white precipitate formed is sucked off, washed with water and dried in vacuo. Melting point: 143° C. The reactants are C1(=CC=CC=C1)C1OC2(C3=CC=CC=C13)CCC(CC2)=O (3'-phenylspiro[cyclohexane-1,1'(3'H)-isobenzofuran]-4-one), O.O.O.C(C)(=O)[O-].[Na+] (sodium acetate trihydrate), Cl.NO (hydroxylamine hydrochloride), O (water). Solvent: C(C)O (ethanol). Product: N(O)=C1CCC2(OC(C3=CC=CC=C23)C2=CC=CC=C2)CC1 (4-Oximino-3'-phenylspiro[cyclohexane-1,1'(3'H)-isobenzofuran]). Yield: 92.3%. As a reaction SMILES: [C:1]1([CH:7]2[C:15]3[C:10](=[CH:11][CH:12]=[CH:13][CH:14]=3)[C:9]3([CH2:20][CH2:19][C:18](=O)[CH2:17][CH2:16]3)[O:8]2)[CH:6]=[CH:5][CH:4]=[CH:3][CH:2]=1.[OH2:22].O.O.C([O-])(=O)C.[Na+].Cl.[NH2:31]O.O>C(O)C>[N:31](=[C:18]1[CH2:17][CH2:16][C:9]2([C:6]3[C:1](=[CH:2][CH:3]=[CH:4][CH:5]=3)[CH:7]([C:15]3[CH:10]=[CH:11][CH:12]=[CH:13][CH:14]=3)[O:8]2)[CH2:20][CH2:19]1)[OH:22] |f:1.2.3.4.5,6.7|. Procedure: A warm solution of 8.35 g of 3'-phenylspiro[cyclohexane-1,1'(3'H)-isobenzofuran]-4-one in 300 ml of ethanol is mixed with a solution of 8.16 g of sodium acetate trihydrate, 4.17 g of hydroxylamine hydrochloride, and 60 ml of water. The solution of refluxed for 120 minutes. The solvent is removed in vacuo and the residue stirred with 300 ml of water. The precipitate is suction filtered, washed with water and dried to give 92.3% of product, mp 172°-175° C. Starting materials: ICC(C)C (3-Iodo-2-methylpropane), C([O-])([O-])=O.[K+].[K+] (potassium carbonate), ClC1=CC(N(C(N1)=O)C)=O (6-Chloro-3-methylpyrimidine-2,4[1H,3H]-dione). Run in CN(C=O)C (dimethylformamide), Cl (HCl). Run at temperature 90 celsius. Product: ClC1=CC(N(C(N1CC(C)C)=O)C)=O (6Chloro-1-isobutyl-3-methylpyrimidine-2,4(1H,3H)-dione). The yield is 55.6%. As a reaction SMILES: I[CH2:2][CH:3]([CH3:5])[CH3:4].C(=O)([O-])[O-].[K+].[K+].[Cl:12][C:13]1[NH:18][C:17](=[O:19])[N:16]([CH3:20])[C:15](=[O:21])[CH:14]=1>CN(C)C=O.Cl>[Cl:12][C:13]1[N:18]([CH2:2][CH:3]([CH3:5])[CH3:4])[C:17](=[O:19])[N:16]([CH3:20])[C:15](=[O:21])[CH:14]=1 |f:1.2.3|. Procedure details: 3-Iodo-2-methylpropane (4.6 g) and potassium carbonate (8.62 g) were added to a solution of 6-Chloro-3-methylpyrimidine-2,4[1H,3H]-dione (2.0 g) in dimethylformamide (10 ml). The mixture was heated at 90° C. for 18 hours then cooled to room temperature. The solution was diluted with 5% aqueous HCl solution until solution becomes acidic and extracted twice with diethyl ether. The combined organic extracts were dried over anhydrous sodium sulfate, filtered and evaporated under reduced pressure. Th... The reactants are CC(=O)Oc1ccc(N)cc1C(=O)O, CCCC[N+](CCCC)(CCCC)CCCC, Fc1c(F)c(C(F)(F)F)c(F)c(F)c1CBr, [I-], CN(C)C=O. Yields the product CC(=O)Oc1ccc(NCc2c(F)c(F)c(C(F)(F)F)c(F)c2F)cc1C(=O)O. RXN SMILES: [C:1]([CH3:2])(=[O:3])[O:4][c:5]1[c:6]([C:7](=[O:8])[OH:9])[cH:10][c:11]([NH2:14])[cH:12][cH:13]1.[CH2:32]([N+:33]([CH2:34][CH2:35][CH2:36][CH3:37])([CH2:38][CH2:39][CH2:40][CH3:41])[CH2:42][CH2:43][CH2:44][CH3:45])[CH2:46][CH2:47][CH3:48].[F:15][c:16]1[c:17]([CH2:18][Br:19])[c:20]([F:30])[c:21]([F:29])[c:22]([C:25]([F:26])([F:27])[F:28])[c:23]1[F:24].[I-:31].[O:49]=[CH:50][N:51]([CH3:52])[CH3:53]>>[C:1]([CH3:2])(=[O:3])[O:4][c:5]1[c:6]([C:7](=[O:8])[OH:9])[cH:10][c:11]([NH:14][CH2:18][c:17]2[c:16]([F:15])[c:23]([F:24])[c:22]([C:25]([F:26])([F:27])[F:28])[c:21]([F:29])[c:20]2[F:30])[cH:12][cH:13]1. Reaction SMILES: [NH2:1][C:2]1[S:3][C:4]([C:10]2[C:15]([F:16])=[CH:14][C:13]([C:17]([OH:20])([CH3:19])[CH3:18])=[CH:12][C:11]=2[F:21])=[CH:5][C:6]=1[C:7]([NH2:9])=[O:8].[CH3:22][S:23]([C:26]1[CH:31]=[CH:30][C:29](Br)=[CH:28][CH:27]=1)(=[O:25])=[O:24].C([O-])([O-])=O.[K+].[K+].CC(C1C=C(C(C)C)C(C2C=CC=CC=2P(C2CCCCC2)C2CCCCC2)=C(C(C)C)C=1)C>C1C=CC(/C=C/C(/C=C/C2C=CC=CC=2)=O)=CC=1.C1C=CC(/C=C/C(/C=C/C2C=CC=CC=2)=O)=CC=1.C1C=CC(/C=C/C(/C=C/C2C=CC=CC=2)=O)=CC=1.[Pd].[Pd].CCO>[F:16][C:15]1[CH:14]=[C:13]([C:17]([OH:20])([CH3:18])[CH3:19])[CH:12]=[C:11]([F:21])[C:10]=1[C:4]1[S:3][C:2]([NH:1][C:29]2[CH:30]=[CH:31][C:26]([S:23]([CH3:22])(=[O:25])=[O:24])=[CH:27][CH:28]=2)=[C:6]([C:7]([NH2:9])=[O:8])[CH:5]=1 |f:2.3.4,6.7.8.9.10|. Reagents/catalysts: C=1C=CC(=CC1)/C=C/C(=O)/C=C/C2=CC=CC=C2.C=1C=CC(=CC1)/C=C/C(=O)/C=C/C2=CC=CC=C2.C=1C=CC(=CC1)/C=C/C(=O)/C=C/C2=CC=CC=C2.[Pd].[Pd] (Pd2 dba3). Conditions: temperature 100 celsius, time 8 hour. Reported procedure: 2-amino-5-[2,6-difluoro-4-(1-hydroxy-1-methylethyl)phenyl]thiophene-3-carboxamide (0.1 g, 0.320 mmol), 4-bromophenyl methyl sulfone (0.075 g, 0.320 mmol), Pd2 dba3 (0.029 g, 0.032 mmol), K2CO3 (0.049 g, 0.352 mmol) and X-Phos (0.076 g, 0.160 mmol) were added to a 5 mL microwave vial. Degassed EtOH (1 mL) was added and the vial evacuated and back-filled with N2 (×3). The resulting mixture was stirred at 100° C. overnight. Room temperature was attained, MeOH was added and the solvent removed in va... Yields the product FC1=C(C(=CC(=C1)C(C)(C)O)F)C1=CC(=C(S1)NC1=CC=C(C=C1)S(=O)(=O)C)C(=O)N (5-[2,6-difluoro-4-(1-hydroxy-1-methylethyl)phenyl]-2-{[4-(methylsulfonyl)phenyl]amino}thiophene-3-carboxamide). Starting materials: NC=1SC(=CC1C(=O)N)C1=C(C=C(C=C1F)C(C)(C)O)F (2-amino-5-[2,6-difluoro-4-(1-hydroxy-1-methylethyl)phenyl]thiophene-3-carboxamide), CS(=O)(=O)C1=CC=C(C=C1)Br (4-bromophenyl methyl sulfone), C(=O)([O-])[O-].[K+].[K+] (K2CO3), CC(C)C1=CC(=C(C(=C1)C(C)C)C2=C(C=CC=C2)P(C3CCCCC3)C4CCCCC4)C(C)C (X-Phos). Run in CCO (EtOH). Starting materials: N#CCO, CCOCC, COC1CCNCC1. Product: COC1CCN(CC#N)CC1. As a reaction SMILES: [C:9]([CH2:10][OH:11])#[N:12].[CH3:13][CH2:14][O:15][CH2:16][CH3:17].[CH3:1][O:2][CH:3]1[CH2:4][CH2:5][NH:6][CH2:7][CH2:8]1>>[CH3:1][O:2][CH:3]1[CH2:4][CH2:5][N:6]([CH2:10][C:9]#[N:12])[CH2:7][CH2:8]1.